Dataset: the Open Reaction Database (ORD), a public repository of structured organic reaction records. Task: describe an organic reaction: reactants, conditions, products, and yield Starting materials: NCCCO (3-Aminopropan-1-ol), BrCC(=O)OCC (Ethyl bromoacetate). Run in O (water). Run at temperature 7.5 celsius, time 10 minute. Yields the product C(C)OC(CNCCCO)=O ((3-Hydroxy-propylamino)-acetic acid ethyl ester). Isolated yield 63.0%. Reaction SMILES: [NH2:1][CH2:2][CH2:3][CH2:4][OH:5].Br[CH2:7][C:8]([O:10][CH2:11][CH3:12])=[O:9]>O>[CH2:11]([O:10][C:8](=[O:9])[CH2:7][NH:1][CH2:2][CH2:3][CH2:4][OH:5])[CH3:12]. Reported procedure: 3-Aminopropan-1-ol (154 g; 2.05 mol) is cooled to −5° C. Ethyl bromoacetate (143.6 g: 817 mmol) is added dropwise over a period of 1.5 hours maintaining the temperature around 5-10° C. The stirring is continued for 10 minutes. LC-MS showed that all ethyl bromoactetate has reacted. Then water (570 ml) is added to the reaction mixture. The aqueous mixture is washed three times with ethylacetate (3 times 140 ml). The combined organic phases are back extracted with water (2 times 140 ml). The aqueou... Starting materials: [N+](=O)([O-])C1=CC=C(C=C1)S(=O)(=O)C(COCCOCCOCCO)(S(=O)(=O)C1=CC=C(C=C1)[N+](=O)[O-])O (Bis-(4-nitrobenzenesulfonyl)-tetraethylene glycol). The reagents and catalysts are [Pd] (palladium on carbon). Run in C(C)(=O)OCC (ethyl acetate). Yields the product NC1=CC=C(C=C1)S(=O)(=O)C(COCCOCCOCCO)(S(=O)(=O)C1=CC=C(C=C1)N)O (bis-(4-aminobenzenesulfonyl)-tetraethylene glycol). RXN SMILES: [N+:1]([C:4]1[CH:9]=[CH:8][C:7]([S:10]([C:13]([OH:37])([S:25]([C:28]2[CH:33]=[CH:32][C:31]([N+:34]([O-])=O)=[CH:30][CH:29]=2)(=[O:27])=[O:26])[CH2:14][O:15][CH2:16][CH2:17][O:18][CH2:19][CH2:20][O:21][CH2:22][CH2:23][OH:24])(=[O:12])=[O:11])=[CH:6][CH:5]=1)([O-])=O>C(OCC)(=O)C.[Pd]>[NH2:1][C:4]1[CH:5]=[CH:6][C:7]([S:10]([C:13]([OH:37])([S:25]([C:28]2[CH:29]=[CH:30][C:31]([NH2:34])=[CH:32][CH:33]=2)(=[O:27])=[O:26])[CH2:14][O:15][CH2:16][CH2:17][O:18][CH2:19][CH2:20][O:21][CH2:22][CH2:23][OH:24])(=[O:11])=[O:12])=[CH:8][CH:9]=1. Procedure details: Bis-(4-nitrobenzenesulfonyl)-tetraethylene glycol (10 g, from Part A) was dissolved in distilled ethyl acetate (200 ml) and hydrogenated over palladium on carbon (10%, 0.5 g) at 40 p.s.i. in a Parr hydrogenation apparatus. The solution was filtered and evaporated under reduced pressure to give bis-(4-aminobenzenesulfonyl)-tetraethylene glycol in quantitative yield as a thick, yellow oil which was homogeneous by TLC.